Dataset: the Open Reaction Database (ORD), a public repository of structured organic reaction records. Task: describe an organic reaction: reactants, conditions, products, and yield Reactants: COC(=O)c1cccc(CBr)c1, Cc1ccccc1, [Na+], [Na+], O=C([O-])[O-], OCc1ccc(B(O)O)cc1, c1ccc(P(c2ccccc2)(c2ccccc2)[Pd](P(c2ccccc2)(c2ccccc2)c2ccccc2)(P(c2ccccc2)(c2ccccc2)c2ccccc2)P(c2ccccc2)(c2ccccc2)c2ccccc2)cc1. Yields the product COC(=O)c1cccc(Cc2ccc(CO)cc2)c1. Reaction SMILES: [CH3:1][O:2][C:3]([c:4]1[cH:5][c:6]([CH2:10][Br:11])[cH:7][cH:8][cH:9]1)=[O:12].[CH3:24][c:25]1[cH:26][cH:27][cH:28][cH:29][cH:30]1.[Na+:31].[Na+:32].[O-:33][C:34](=[O:35])[O-:36].[OH:13][CH2:14][c:15]1[cH:16][cH:17][c:18]([B:21]([OH:22])[OH:23])[cH:19][cH:20]1.[cH:37]1[cH:38][cH:39][c:40]([P:41]([Pd:42]([P:43]([c:44]2[cH:45][cH:46][cH:47][cH:48][cH:49]2)([c:50]2[cH:51][cH:52][cH:53][cH:54][cH:55]2)[c:56]2[cH:57][cH:58][cH:59][cH:60][cH:61]2)([P:62]([c:63]2[cH:64][cH:65][cH:66][cH:67][cH:68]2)([c:69]2[cH:70][cH:71][cH:72][cH:73][cH:74]2)[c:75]2[cH:76][cH:77][cH:78][cH:79][cH:80]2)[P:81]([c:82]2[cH:83][cH:84][cH:85][cH:86][cH:87]2)([c:88]2[cH:89][cH:90][cH:91][cH:92][cH:93]2)[c:94]2[cH:95][cH:96][cH:97][cH:98][cH:99]2)([c:100]2[cH:101][cH:102][cH:103][cH:104][cH:105]2)[c:106]2[cH:107][cH:108][cH:109][cH:110][cH:111]2)[cH:112][cH:113]1>>[CH3:1][O:2][C:3]([c:4]1[cH:5][c:6]([CH2:10][c:18]2[cH:17][cH:16][c:15]([CH2:14][OH:13])[cH:20][cH:19]2)[cH:7][cH:8][cH:9]1)=[O:12]. As a reaction SMILES: [C:1]([O:5][C:6](=[O:26])[NH:7][CH:8]([C:18]1[CH:23]=[CH:22][C:21]([CH3:24])=[C:20]([F:25])[CH:19]=1)[C:9]([C:11]1[CH:16]=[CH:15][C:14]([OH:17])=[CH:13][CH:12]=1)=[O:10])([CH3:4])([CH3:3])[CH3:2].[O:27]1[CH2:32][CH2:31][CH:30](O)[CH2:29][CH2:28]1>>[C:1]([O:5][C:6](=[O:26])[NH:7][CH:8]([C:18]1[CH:23]=[CH:22][C:21]([CH3:24])=[C:20]([F:25])[CH:19]=1)[C:9](=[O:10])[C:11]1[CH:16]=[CH:15][C:14]([O:17][CH:30]2[CH2:31][CH2:32][O:27][CH2:28][CH2:29]2)=[CH:13][CH:12]=1)([CH3:4])([CH3:2])[CH3:3]. The product is C(C)(C)(C)OC(NC(C(C1=CC=C(C=C1)OC1CCOCC1)=O)C1=CC(=C(C=C1)C)F)=O (rac-[1-(3-Fluoro-4-methyl-phenyl)-2-oxo-2-[4-(tetrahydro-pyran-4-yloxy)-phenyl]-ethyl]-carbamic acid tert-butyl ester). Procedure: The title compound was prepared from rac-[1-(3-fluoro-4-methyl-phenyl)-2-(4-hydroxy-phenyl)-2-oxo-ethyl]-carbamic acid tert-butyl ester and tetrahydro-4H-pyran-4-ol in analogy to Example 9c): MS (ISN): 442.4 (M−H)−. Starting materials: C(C)(C)(C)OC(NC(C(=O)C1=CC=C(C=C1)O)C1=CC(=C(C=C1)C)F)=O (rac-[1-(3-fluoro-4-methyl-phenyl)-2-(4-hydroxy-phenyl)-2-oxo-ethyl]-carbamic acid tert-butyl ester), O1CCC(CC1)O (tetrahydro-4H-pyran-4-ol). Reactants: CC(C)(C)OC(=O)NC(=NS(=O)(=O)C(F)(F)F)NC(=O)OC(C)(C)C, COc1cc2c(Oc3cc4ccccc4nc3C)ccnc2cc1OCCN, CN(C)C=O, ClCCl. Product: COc1cc2c(Oc3cc4ccccc4nc3C)ccnc2cc1OCCNC(=NC(=O)OC(C)(C)C)NC(=O)OC(C)(C)C. RXN SMILES: [C:29](=[O:30])([O:31][C:32]([CH3:33])([CH3:34])[CH3:35])[NH:36][C:37](=[N:38][S:39]([C:40]([F:41])([F:42])[F:43])(=[O:44])=[O:45])[NH:46][C:47](=[O:48])[O:49][C:50]([CH3:51])([CH3:52])[CH3:53].[CH3:1][O:2][c:3]1[cH:4][c:5]2[c:6]([O:17][c:18]3[c:19]([CH3:28])[n:20][c:21]4[cH:22][cH:23][cH:24][cH:25][c:26]4[cH:27]3)[cH:7][cH:8][n:9][c:10]2[cH:11][c:12]1[O:13][CH2:14][CH2:15][NH2:16].[CH3:57][N:58]([CH3:59])[CH:60]=[O:61].[Cl:54][CH2:55][Cl:56]>>[CH3:1][O:2][c:3]1[cH:4][c:5]2[c:6]([O:17][c:18]3[c:19]([CH3:28])[n:20][c:21]4[cH:22][cH:23][cH:24][cH:25][c:26]4[cH:27]3)[cH:7][cH:8][n:9][c:10]2[cH:11][c:12]1[O:13][CH2:14][CH2:15][NH:16][C:37]([NH:36][C:29](=[O:30])[O:31][C:32]([CH3:33])([CH3:34])[CH3:35])=[N:46][C:47](=[O:48])[O:49][C:50]([CH3:51])([CH3:52])[CH3:53]. Reaction conditions: temperature 50 celsius, time 2 hour. Reported procedure: Sodium hydrosulfide hydrate (1.18 g) was added to a solution of the subtitle product of step iv) (8.0 g) in DMSO (67 ml) and the green solution stirred for 2 h. A further aliquot of sodium hydrosulfide hydrate (0.79 g) was added and stirred for 1 h. This aliquot addition was repeated twice more before heating the solution at 50° C. for 30 min. The resulting reaction solution was used directly in the following step. The subtitle compound was also kept as a stock solution for further reaction with... The product is N1(CCC1)S(=O)(=O)N(C1=NC(=NC(=C1)N[C@@H](CO)C)[S-])COCC[Si](C)(C)C.[Na+] (Sodium 4-((azetidin-1-ylsulfonyl){[2-(trimethylsilyl)ethoxy]methyl}amino)-6-{[(1R)-2-hydroxy-1-methylethyl]amino}pyrimidine-2-thiolate). Solvent: CS(=O)C (DMSO). RXN SMILES: O.[SH-].[Na+:3].C([S:11]([C:14]1[N:19]=[C:18]([N:20]([CH2:28][O:29][CH2:30][CH2:31][Si:32]([CH3:35])([CH3:34])[CH3:33])[S:21]([N:24]2[CH2:27][CH2:26][CH2:25]2)(=[O:23])=[O:22])[CH:17]=[C:16]([NH:36][C@H:37]([CH3:40])[CH2:38][OH:39])[N:15]=1)(=O)=O)C1C=CC=CC=1>CS(C)=O>[N:24]1([S:21]([N:20]([CH2:28][O:29][CH2:30][CH2:31][Si:32]([CH3:33])([CH3:35])[CH3:34])[C:18]2[CH:17]=[C:16]([NH:36][C@H:37]([CH3:40])[CH2:38][OH:39])[N:15]=[C:14]([S-:11])[N:19]=2)(=[O:22])=[O:23])[CH2:27][CH2:26][CH2:25]1.[Na+:3] |f:0.1.2,5.6|. The reactants are alkyl halides, O.[SH-].[Na+] (Sodium hydrosulfide hydrate), C(C1=CC=CC=C1)S(=O)(=O)C1=NC(=CC(=N1)N(S(=O)(=O)N1CCC1)COCC[Si](C)(C)C)N[C@@H](CO)C (N-(2-(Benzylsulfonyl)-6-{[(1R)-2-hydroxy-1-methylethyl]amino}pyrimidin-4-yl)-N-{[2-(trimethylsilyl)ethoxy]methyl}azetidine-1-sulfonamide), O.[SH-].[Na+] (sodium hydrosulfide hydrate). Starting materials: CC(=O)Cl, CCOC(=O)C(O)c1cccc2cnccc12, c1ccncc1. Yields the product CCOC(=O)C(OC(C)=O)c1cccc2cnccc12. As a reaction SMILES: [CH3:18][C:19]([Cl:20])=[O:21].[OH:1][CH:2]([C:3](=[O:4])[O:5][CH2:6][CH3:7])[c:8]1[c:9]2[cH:10][cH:11][n:12][cH:13][c:14]2[cH:15][cH:16][cH:17]1.[cH:22]1[cH:23][cH:24][n:25][cH:26][cH:27]1>>[O:1]([CH:2]([C:3](=[O:4])[O:5][CH2:6][CH3:7])[c:8]1[c:9]2[cH:10][cH:11][n:12][cH:13][c:14]2[cH:15][cH:16][cH:17]1)[C:19]([CH3:18])=[O:21]. Reactants: O=C(O)c1c[nH]c2ncccc12, CC(=O)c1ccc(N)cc1. Reagents/catalysts: COC1=NC(=NC(=N1)Cl)Cl (2,4-Dichloro-6-methoxy-1,3,5-triazine), CCN(C(C)C)C(C)C (DIPEA). Solvent: CN(C)C=O (DMF), CN(C)C=O (DMF), CN(C)C=O (DMF), CN(C)C=O (DMF), CN(C)C=O (DMF), CN(C)C=O (DMF). Run at temperature 25 celsius, time 2 hour. The product is CC(=O)c1ccc(NC(=O)c2c[nH]c3ncccc23)cc1. Isolated yield 0.9%. As a reaction SMILES: CC(=O)c1ccc(N)cc1.O=C(O)c1c[nH]c2ncccc12.COC1=NC(=NC(=N1)Cl)Cl.CCN(C(C)C)C(C)C.CN(C)C=O>>CC(=O)c1ccc(NC(=O)c2c[nH]c3ncccc23)cc1. The reactants are CC#N, COCCOCc1ccn2ncnc(Cl)c12, ClCCl, Nc1ccc2c(cnn2Cc2cccc(F)c2)c1, [Na+], O=C([O-])O, ClCc1ccccn1, Nc1ccc2c(cnn2Cc2ccccn2)c1. The product is COCCOCc1ccn2ncnc(Nc3ccc4c(cnn4Cc4ccccn4)c3)c12. Reaction SMILES: [CH3:65][C:66]#[N:67].[Cl:1][c:2]1[n:3][cH:4][n:5][n:6]2[c:7]1[c:8]([CH2:11][O:12][CH2:13][CH2:14][O:15][CH3:16])[cH:9][cH:10]2.[Cl:68][CH2:69][Cl:70].[F:39][c:40]1[cH:41][c:42]([CH2:46][n:47]2[c:48]3[c:49]([cH:50][c:51]([NH2:52])[cH:53][cH:54]3)[cH:55][n:56]2)[cH:43][cH:44][cH:45]1.[Na+:21].[O-:17][C:18]([OH:19])=[O:20].[c:57]1([CH2:58][Cl:59])[n:60][cH:61][cH:62][cH:63][cH:64]1.[n:22]1[c:23]([CH2:28][n:29]2[n:30][cH:31][c:32]3[cH:33][c:34]([NH2:38])[cH:35][cH:36][c:37]23)[cH:24][cH:25][cH:26][cH:27]1>>[c:2]1([NH:38][c:34]2[cH:33][c:32]3[cH:31][n:30][n:29]([CH2:28][c:23]4[n:22][cH:27][cH:26][cH:25][cH:24]4)[c:37]3[cH:36][cH:35]2)[n:3][cH:4][n:5][n:6]2[c:7]1[c:8]([CH2:11][O:12][CH2:13][CH2:14][O:15][CH3:16])[cH:9][cH:10]2. Reactants: O (H2O), C(CCCCCCCCCCC)C1=CC=C(N)C=C1 (4-Dodecylaniline), C1(=CC=C(C=C1)S(=O)(=O)O)C (p-toluenesulfonic acid), C(C)OC(=O)C1CCCCC1 (2-ethoxycarbonylcyclohexane). Run in C1=CC=CC=C1 (benzene). Procedure: 4-Dodecylaniline (15.7 g) was dissolved in 100 mL of benzene and then 2-ethoxycarbonylcyclohexane (10.2 g) was added, followed by 0.20 g of p-toluenesulfonic acid. The reaction mixture was stirred for three days and then refluxed for 2 hours with the separation of H2O. The benzene was evaporated from this mixture, which was then dissolved in 100 mL of phenyl ether and refluxed for 45 minutes. At the end of this time the reaction mixture was allowed to cool and the precipitated product was filter... Reaction SMILES: [CH2:1]([C:13]1[CH:19]=[CH:18][C:16]([NH2:17])=[CH:15][CH:14]=1)[CH2:2][CH2:3][CH2:4][CH2:5][CH2:6][CH2:7][CH2:8][CH2:9][CH2:10][CH2:11][CH3:12].C([O:22][C:23]([CH:25]1[CH2:30][CH2:29][CH2:28][CH2:27][CH2:26]1)=O)C.C1(C)C=CC(S(O)(=O)=O)=CC=1.O>C1C=CC=CC=1>[CH2:1]([C:13]1[CH:14]=[C:15]2[C:16]([N:17]=[C:26]3[C:25](=[C:23]2[OH:22])[CH2:30][CH2:29][CH2:28][CH2:27]3)=[CH:18][CH:19]=1)[CH2:2][CH2:3][CH2:4][CH2:5][CH2:6][CH2:7][CH2:8][CH2:9][CH2:10][CH2:11][CH3:12]. Run at time 3 day. The product is C(CCCCCCCCCCC)C1=CC=C2N=C3CCCCC3=C(C2=C1)O (7-Dodecyl-9-hydroxy-1,2,3,4-tetrahydroacridine). The reactants are Cl[Ge]([Ge](CCCC)(CCCC)CCCC)(CCCC)CCCC (Chloropentabutyldigermane), [Ge](Cl)(Cl)(Cl)Cl (germanium tetrachloride), C(CCC)[Ge]([Ge](CCCC)(CCCC)CCCC)(CCCC)CCCC (hexabutyldigermane). As a reaction SMILES: [Cl:1][Ge:2]([CH2:20][CH2:21][CH2:22][CH3:23])([CH2:16][CH2:17][CH2:18][CH3:19])[Ge:3]([CH2:12][CH2:13][CH2:14][CH3:15])([CH2:8][CH2:9][CH2:10][CH3:11])[CH2:4][CH2:5][CH2:6][CH3:7].[Ge:24]([Cl:28])(Cl)([Cl:26])[Cl:25].C([Ge](CCCC)(CCCC)[Ge](CCCC)(CCCC)CCCC)CCC>>[CH2:4]([Ge:24]([Cl:28])([Cl:26])[Cl:25])[CH2:5][CH2:6][CH3:7].[Cl:1][Ge:2]([CH2:16][CH2:17][CH2:18][CH3:19])([CH2:20][CH2:21][CH2:22][CH3:23])[Ge:3]([CH2:8][CH2:9][CH2:10][CH3:11])([CH2:12][CH2:13][CH2:14][CH3:15])[CH2:4][CH2:5][CH2:6][CH3:7]. Reported procedure: Chloropentabutyldigermane having formula 4 of the formula sheet. A mixture of 5.8 g (27.0 mmoles) of germanium tetrachloride and 12.2 g (27.0 mmoles) of hexabutyldigermane was heated for 6.5 hours at 200° C. in a Carius tube. Fractionated distillation yielded 6.0 g of butyltrichlorogermane and 11.2 g of chloropentabutyldigermane; boiling point 130°-131° C./0.06 mm Hg; nD20 =1.4932. Run at temperature 200 celsius. Product: C(CCC)[Ge](Cl)(Cl)Cl (butyltrichlorogermane), Cl[Ge]([Ge](CCCC)(CCCC)CCCC)(CCCC)CCCC (chloropentabutyldigermane).